From a dataset of the Open Reaction Database (ORD), a public repository of structured organic reaction records. describe an organic reaction: reactants, conditions, products, and yield Starting materials: [BH4-], C1CCNC1, CC(=O)O, ClCCl, [Na+], O=Cc1ccc(C2Nc3cccc4c(=O)[nH]nc(c34)C2c2ccccc2)cc1. The product is O=c1[nH]nc2c3c(cccc13)NC(c1ccc(CN3CCCC3)cc1)C2c1ccccc1. Reaction SMILES: [BH4-:38].[CH2:33]1[CH2:34][CH2:35][NH:36][CH2:37]1.[CH3:29][C:30](=[O:31])[OH:32].[Cl:40][CH2:41][Cl:42].[Na+:39].[O:1]=[c:2]1[nH:3][n:4][c:5]2[c:6]3[c:7]([cH:8][cH:9][cH:10][c:11]13)[NH:12][CH:13]([c:21]1[cH:22][cH:23][c:24]([CH:25]=[O:26])[cH:27][cH:28]1)[CH:14]2[c:15]1[cH:16][cH:17][cH:18][cH:19][cH:20]1>>[O:1]=[c:2]1[nH:3][n:4][c:5]2[c:6]3[c:7]([cH:8][cH:9][cH:10][c:11]13)[NH:12][CH:13]([c:21]1[cH:22][cH:23][c:24]([CH2:25][N:36]3[CH2:35][CH2:34][CH2:33][CH2:37]3)[cH:27][cH:28]1)[CH:14]2[c:15]1[cH:16][cH:17][cH:18][cH:19][cH:20]1.